From a dataset of the Open Reaction Database (ORD), a public repository of structured organic reaction records. describe an organic reaction: reactants, conditions, products, and yield Reactants: C[C@]12CC[C@@]3([C@@H]([C@H]2CC[C@@H]2[C@]4(CC=C(C([C@@H]4CC[C@@]12C)(C)C)C1=CC=C(C(=O)OC)C=C1)C)[C@@H](CC3)C(=C)C)NCCN3CCNCC3 (methyl 4-((1R,3aS,5aR,5bR,7aR,11aS,11bR,13aR,13bR)-5a,5b,8,8,11a-pentamethyl-3a-((2-(piperazin-1-yl)ethyl)amino)-1-(prop-1-en-2-yl)-2,3,3a,4,5,5a,5b,6,7,7a,8,11,11a,11b,12,13,13a,13b-octadecahydro-1H-cyclopenta[a]chrysen-9-yl)benzoate), C1(=CC=CC=C1)C(C(=O)O)C (2-phenylpropionic acid). Product: C[C@]12CC[C@@]3([C@@H]([C@H]2CC[C@@H]2[C@]4(CC=C(C([C@@H]4CC[C@@]12C)(C)C)C1=CC=C(C(=O)O)C=C1)C)[C@@H](CC3)C(=C)C)NCCN3CCN(CC3)C(C(C)C3=CC=CC=C3)=O (4-((1R,3aS,5aR,5bR,7aR,11aS,11bR,13aR,13bR)-5a,5b,8,8,11a-pentamethyl-3a-((2-(4-(2-phenylpropanoyl)piperazin-1-yl)ethyl)amino)-1-(prop-1-en-2-yl)-2,3,3a,4,5,5a,5b,6,7,7a,8,11,11a,11b,12,13,13a,13b-octadecahydro-1H-cyclopenta[a]chrysen-9-yl)benzoic acid). RXN SMILES: [CH3:1][C@:2]12[C@@:19]3([CH3:20])[C@@H:10]([C@:11]4([CH3:33])[C@@H:16]([CH2:17][CH2:18]3)[C:15]([CH3:22])([CH3:21])[C:14]([C:23]3[CH:32]=[CH:31][C:26]([C:27]([O:29]C)=[O:28])=[CH:25][CH:24]=3)=[CH:13][CH2:12]4)[CH2:9][CH2:8][C@@H:7]1[C@H:6]1[C@H:34]([C:37]([CH3:39])=[CH2:38])[CH2:35][CH2:36][C@:5]1([NH:40][CH2:41][CH2:42][N:43]1[CH2:48][CH2:47][NH:46][CH2:45][CH2:44]1)[CH2:4][CH2:3]2.[C:49]1([CH:55]([CH3:59])[C:56]([OH:58])=O)[CH:54]=[CH:53][CH:52]=[CH:51][CH:50]=1>>[CH3:1][C@:2]12[C@@:19]3([CH3:20])[C@@H:10]([C@:11]4([CH3:33])[C@@H:16]([CH2:17][CH2:18]3)[C:15]([CH3:21])([CH3:22])[C:14]([C:23]3[CH:32]=[CH:31][C:26]([C:27]([OH:29])=[O:28])=[CH:25][CH:24]=3)=[CH:13][CH2:12]4)[CH2:9][CH2:8][C@@H:7]1[C@H:6]1[C@H:34]([C:37]([CH3:39])=[CH2:38])[CH2:35][CH2:36][C@:5]1([NH:40][CH2:41][CH2:42][N:43]1[CH2:44][CH2:45][N:46]([C:56](=[O:58])[CH:55]([C:49]3[CH:50]=[CH:51][CH:52]=[CH:53][CH:54]=3)[CH3:59])[CH2:47][CH2:48]1)[CH2:4][CH2:3]2. Procedure: The title compound (4.1 mg) was prepared from methyl 4-((1R,3aS,5aR,5bR,7aR,11aS,11bR,13aR,13bR)-5a,5b,8,8,11a-pentamethyl-3a-((2-(piperazin-1-yl)ethyl)amino)-1-(prop-1-en-2-yl)-2,3,3a,4,5,5a,5b,6,7,7a,8,11,11a,11b,12,13,13a,13b-octadecahydro-1H-cyclopenta[a]chrysen-9-yl)benzoate following the general procedure as described above using 2-phenylpropionic acid as the acylating agent. LCMS: m/e 774.9 (M+H)+, 3.87 min (method 14). 1H NMR (500 MHz, METHANOL-d4) δ 7.89 (d, J=7.0 Hz, 2H), 7.41-7.31 (m,...